From a dataset of the Open Reaction Database (ORD), a public repository of structured organic reaction records. describe an organic reaction: reactants, conditions, products, and yield Reactants: N#CC1(c2ccc(Br)cc2)CC1, [K+], [OH-], O, OCCO. Product: O=C(O)C1(c2ccc(Br)cc2)CC1. As a reaction SMILES: [Br:1][c:2]1[cH:3][cH:4][c:5]([C:8]2([C:11]#[N:12])[CH2:9][CH2:10]2)[cH:6][cH:7]1.[K+:14].[OH-:13].[OH2:15].[OH:16][CH2:17][CH2:18][OH:19]>>[Br:1][c:2]1[cH:3][cH:4][c:5]([C:8]2([C:11](=[O:13])[OH:15])[CH2:9][CH2:10]2)[cH:6][cH:7]1. The reactants are C(C)(C)(C)OC(=O)N(C1=NC=C(C=N1)C1=NC(=C2N=CN(C2=N1)CC(=O)[O-])N1CCOCC1)C(=O)OC(C)(C)C (2-(2-(2-(bis(tert-butoxycarbonyl)amino)pyrimidin-5-yl)-6-morpholino-9H-purin-9-yl)acetate), [OH-].[Li+] (lithium hydroxide). Solvent: C1CCOC1.O (THF water). Yields the product C(C)(C)(C)OC(=O)NC1=NC=C(C=N1)C1=NC(=C2N=CN(C2=N1)CC(=O)O)N1CCOCC1 (2-(2-(2-(tert butoxycarbonylamino)pyrimidin-5-yl)-6-morpholino-9H-purin-9-yl)acetic acid). The yield is 73.5%. Reaction SMILES: [C:1]([O:5][C:6]([N:8](C(OC(C)(C)C)=O)[C:9]1[N:14]=[CH:13][C:12]([C:15]2[N:23]=[C:22]3[C:18]([N:19]=[CH:20][N:21]3[CH2:24][C:25]([O-:27])=[O:26])=[C:17]([N:28]3[CH2:33][CH2:32][O:31][CH2:30][CH2:29]3)[N:16]=2)=[CH:11][N:10]=1)=[O:7])([CH3:4])([CH3:3])[CH3:2].[OH-].[Li+]>C1COCC1.O>[C:1]([O:5][C:6]([NH:8][C:9]1[N:10]=[CH:11][C:12]([C:15]2[N:23]=[C:22]3[C:18]([N:19]=[CH:20][N:21]3[CH2:24][C:25]([OH:27])=[O:26])=[C:17]([N:28]3[CH2:33][CH2:32][O:31][CH2:30][CH2:29]3)[N:16]=2)=[CH:13][N:14]=1)=[O:7])([CH3:4])([CH3:2])[CH3:3] |f:1.2,3.4|. Reported procedure: Crude 2-(2-(2-(bis(tert-butoxycarbonyl)amino)pyrimidin-5-yl)-6-morpholino-9H-purin-9-yl)acetate (240 mg) was reacted with 3 eq of lithium hydroxide in 1:1 THF/water solution. After completion, the THF was concentrated in vacuo and the water solution was acidified to pH 2 using a concentrated HCl solution. The product precipitated as a fine white solid and was filtered to yield 2-(2-(2-(tert butoxycarbonylamino)pyrimidin-5-yl)-6-morpholino-9H-purin-9-yl)acetic acid (145 mg), of which 40 mg was su... Product: C(#C)C=1C=NC2=CC=C(C=C2C1)OC(C(=O)NC(CO)(C)COC)SC (2-(3-Ethynyl-quinolin-6-yloxy)-N-(2-hydroxy-1-methoxymethyl-1-methyl-ethyl)-2-methylsulfanyl-acetamide). As a reaction SMILES: [C:1]([C:3]1[CH:4]=[N:5][C:6]2[C:11]([CH:12]=1)=[CH:10][C:9]([O:13][CH:14]([S:18][CH3:19])[C:15]([OH:17])=O)=[CH:8][CH:7]=2)#[CH:2].ON1C2N=CC=CC=2N=N1.F[B-](F)(F)F.N1(OC(N(C)C)=[N+](C)C)C2C=CC=CC=2N=N1.[NH2:52][C:53]([CH3:59])([CH2:56][O:57][CH3:58])[CH2:54][OH:55].[NH4+].[Cl-]>CC#N.C(OCC)(=O)C.C(N(CC)CC)C>[C:1]([C:3]1[CH:4]=[N:5][C:6]2[C:11]([CH:12]=1)=[CH:10][C:9]([O:13][CH:14]([S:18][CH3:19])[C:15]([NH:52][C:53]([CH2:56][O:57][CH3:58])([CH3:59])[CH2:54][OH:55])=[O:17])=[CH:8][CH:7]=2)#[CH:2] |f:2.3,5.6|. The yield is 35.4%. Reactants: [NH4+].[Cl-] (NH4Cl), C(#C)C=1C=NC2=CC=C(C=C2C1)OC(C(=O)O)SC ((3-Ethynyl-quinolin-6-yloxy)-methylsulfanyl-acetic acid), ON1N=NC2=C1N=CC=C2 (1-hydroxy-7-azabenzotriazole), F[B-](F)(F)F.N1(N=NC2=C1C=CC=C2)OC(=[N+](C)C)N(C)C (O-(Benzotriazol-1-yl)-N,N,N′,N′-tetramethyluronium tetrafluoroborate), NC(CO)(COC)C (2-amino-3-methoxy-2-methyl-propan-1-ol). Run in C(C)(=O)OCC (ethyl acetate), CC#N (CH3CN), C(C)N(CC)CC (triethylamine). Procedure details: (3-Ethynyl-quinolin-6-yloxy)-methylsulfanyl-acetic acid (413 mg), 1-hydroxy-7-azabenzotriazole (HOAT) (267 mg), O-(Benzotriazol-1-yl)-N,N,N′,N′-tetramethyluronium tetrafluoroborate (TBTU) (630 mg), 2-amino-3-methoxy-2-methyl-propan-1-ol (180 mg) and triethylamine (0.75 ml) in dry CH3CN (20 ml) were stirred at ambient temperature overnight. The reaction mixture was diluted with ethyl acetate and poured on sat. aq. NH4Cl. The water phase was extracted 3 times with ethyl acetate. The combined organ... Starting materials: CC1=CC=C(C=C1)C=1C(=CC=CC1)C(=O)OC (Methyl 4'-methylbiphenyl-2-carboxylate), [OH-].[K+] (KOH), CO (methanol). Run in O (water). Conditions: time 5 hour. Yields the product CC1=CC=C(C=C1)C=1C(=CC=CC1)C(=O)O (4'-methylbiphenyl-2-carboxylic acid). The yield is 92.8%. As a reaction SMILES: [CH3:1][C:2]1[CH:7]=[CH:6][C:5]([C:8]2[C:9]([C:14]([O:16]C)=[O:15])=[CH:10][CH:11]=[CH:12][CH:13]=2)=[CH:4][CH:3]=1.[OH-].[K+].CO>O>[CH3:1][C:2]1[CH:7]=[CH:6][C:5]([C:8]2[C:9]([C:14]([OH:16])=[O:15])=[CH:10][CH:11]=[CH:12][CH:13]=2)=[CH:4][CH:3]=1 |f:1.2|. Procedure: Methyl 4'-methylbiphenyl-2-carboxylate (10.0 g, 44.2 mmol, 1 eq), 0.5N KOH in methanol (265.5 mL, 133 mmol, 3 eq), and water (50 mL) were mixed and refluxed under N2. After 5 hours, the solvent was removed in vacuo and water (200 mL) and ethyl acetate (200 mL) added. The aqueous layer was acidified with concentrated hydrochloric acid to a pH of 3 and the layers were separated. The aqueous phase was extracted with ethyl acetate (2×200 mL), the organic layers collected, dried (MgSO4) and the solve... Reactants: COC1=C(C=CC=C1)C1=CC=C2C=NC(=NN21)C#N (7-(2-Methoxy-phenyl)-pyrrolo[2,1-f][1,2,4]triazine-2-carbonitrile), O (water), [OH-].[Na+] (Sodium hydroxide), Cl (Hydrogen Chloride), O (Water), O (Water). Run in C(C)O (Ethanol). Yields the product COC1=C(C=CC=C1)C1=CC=C2C=NC(=NN21)C(=O)O (7-(2-Methoxy-phenyl)-pyrrolo[2,1-f][1,2,4]triazine-2-carboxylic acid). Yield: 89.0%. As a reaction SMILES: [CH3:1][O:2][C:3]1[CH:8]=[CH:7][CH:6]=[CH:5][C:4]=1[C:9]1[N:17]2[C:12]([CH:13]=[N:14][C:15]([C:18]#N)=[N:16]2)=[CH:11][CH:10]=1.[OH-:20].[Na+].Cl.[OH2:23]>C(O)C>[CH3:1][O:2][C:3]1[CH:8]=[CH:7][CH:6]=[CH:5][C:4]=1[C:9]1[N:17]2[C:12]([CH:13]=[N:14][C:15]([C:18]([OH:23])=[O:20])=[N:16]2)=[CH:11][CH:10]=1 |f:1.2|. Procedure: 7-(2-Methoxy-phenyl)-pyrrolo[2,1-f][1,2,4]triazine-2-carbonitrile (151 mg, 0.603 mmol) and 9.5 M of Sodium hydroxide in Water (0.20 mL, 1.9 mmol) were combined in Ethanol (6.0 mL) in a vial, which was then heated to reflux for 90 min. The mixture was removed from the heat and treated with 3.00 M of Hydrogen Chloride in Water (1.00 mL, 3.0 mmol), generating a precipitate, which was diluted with water (2 mL), stirred vigorously (thick suspension) then collected by filtration, washing with water (2...